From a dataset of the Open Reaction Database (ORD), a public repository of structured organic reaction records. describe an organic reaction: reactants, conditions, products, and yield Starting materials: N1=CC=CC=C1.N1=C(C=CC=C1)CCN (2-pyridine-2-yl-ethylamine pyridine), ClC1=C2C(=NC=C1)C=C(S2)C(=O)[O-].[Li+] (lithium 7-chloro-thieno[3,2-b]pyridine-2-carboxylate). Yields the product N1=C(C=CC=C1)CCNC(=O)C1=CC2=NC=CC(=C2S1)Cl (7-Chloro-thieno[3,2-b]pyridine-2-carboxylic acid (2-pyridin-2-yl-ethyl)-amide). Reaction SMILES: N1C=CC=CC=1.[N:7]1[CH:12]=[CH:11][CH:10]=[CH:9][C:8]=1[CH2:13][CH2:14][NH2:15].[Cl:16][C:17]1[CH:22]=[CH:21][N:20]=[C:19]2[CH:23]=[C:24]([C:26]([O-])=[O:27])[S:25][C:18]=12.[Li+]>>[N:7]1[CH:12]=[CH:11][CH:10]=[CH:9][C:8]=1[CH2:13][CH2:14][NH:15][C:26]([C:24]1[S:25][C:18]2[C:19](=[N:20][CH:21]=[CH:22][C:17]=2[Cl:16])[CH:23]=1)=[O:27] |f:0.1,2.3|. Procedure details: The title compound was prepared from 2-pyridine-2-yl-ethylamine pyridine and lithium 7-chloro-thieno[3,2-b]pyridine-2-carboxylate by a procedure analogous to Example 1B. MS: 318/320 (MH+); HPLC Rf: 4.33 min.; HPLC purity: 97%. Reactants: CON=C1CCC2=CC(=CC=C12)C=1C(=NN2C1N=CC=C2)C2=CC=NC=C2 (5-(2-(pyridin-4-yl)pyrazolo[1.5-a]pyrimidin-3-yl)-2,3-dihydroinden-1-one O-methyl oxime), Cl (hydrochloric acid), O1CCOCC1 (dioxane). Solvent: C(C)(=O)OCC (ethyl acetate). Conditions: temperature 100 celsius. The product is N1=CC=C(C=C1)C1=NN2C(N=CC=C2)=C1C=1C=C2CCC(C2=CC1)=O (5-(2-(pyridin-4-yl)pyrazolo[1.5-a]pyrimidin-3-yl)-2,3-dihydroinden-1-one). Reaction SMILES: CON=[C:4]1[C:12]2[C:7](=[CH:8][C:9]([C:13]3[C:14]([C:22]4[CH:27]=[CH:26][N:25]=[CH:24][CH:23]=4)=[N:15][N:16]4[CH:21]=[CH:20][CH:19]=[N:18][C:17]=34)=[CH:10][CH:11]=2)[CH2:6][CH2:5]1.Cl.[O:29]1CCOCC1>C(OCC)(=O)C>[N:25]1[CH:26]=[CH:27][C:22]([C:14]2[C:13]([C:9]3[CH:8]=[C:7]4[C:12](=[CH:11][CH:10]=3)[C:4](=[O:29])[CH2:5][CH2:6]4)=[C:17]3[N:18]=[CH:19][CH:20]=[CH:21][N:16]3[N:15]=2)=[CH:23][CH:24]=1. Reported procedure: To 5-(2-(pyridin-4-yl)pyrazolo[1.5-a]pyrimidin-3-yl)-2,3-dihydroinden-1-one O-methyl oxime (0.090 g; Example 7, Step 5) in 1.3 mL dioxane was added 1.3 mL 4M hydrochloric acid and the mixture was heated to 100° C. for 5 hours. The cooled reaction mixture was diluted with ethyl acetate, washed with 10% aqueous potassium carbonate, dried over sodium sulfate, filtered, and evaporated to yield 75 mg product as a yellow-brown-solid. This material was carried on without further purification. Starting materials: NC1=NC(=CC(=N1)Cl)NN (2-amino-4-chloro-6-hydrazinopyrimidine), COC=CCC(=O)CC(=O)OC (methyl methoxymethylenepropionylacetate), C(C)O (ethanol). Reaction conditions: time 20 minute. Yields the product NC1=NC(=CC(=N1)N1N=CC(=C1CC)C(=O)OC)Cl (Methyl 1-(2-amino-6-chloro-4-pyrimidinyl)-5-ethyl-4-pyrazolecarboxylate). Reaction SMILES: [NH2:1][C:2]1[N:7]=[C:6]([Cl:8])[CH:5]=[C:4]([NH:9][NH2:10])[N:3]=1.COC=[CH:14][CH2:15][C:16]([CH2:18][C:19]([O:21][CH3:22])=[O:20])=O.[CH2:23](O)C>>[NH2:1][C:2]1[N:3]=[C:4]([N:9]2[C:16]([CH2:15][CH3:14])=[C:18]([C:19]([O:21][CH3:22])=[O:20])[CH:23]=[N:10]2)[CH:5]=[C:6]([Cl:8])[N:7]=1. Reported procedure: After suspending 7.79 g portion of 2-amino-4-chloro-6-hydrazinopyrimidine in 100 ml of ethanol, 10.7 g of methyl methoxymethylenepropionylacetate was added thereto, and the mixture was stirred at room temperature for 20 minutes and then at 80° C. for 3 hours. After allowing the reaction solution to stand at 0° C. for 48 hours, the resulting precipitate was collected by filtration and dried to obtain 12.88 g of the title compound.